This data is from the Open Reaction Database (ORD), a public repository of structured organic reaction records. The task is: describe an organic reaction: reactants, conditions, products, and yield Reactants: CCCCC12CCC(=O)C(Br)=C1c1cc(F)c(NC(C)=O)c(Cl)c1C2, CCCC[Sn](CCCC)(CCCC)c1ccco1, Cc1ccccc1, Cl[Pd]Cl, c1ccc(P(c2ccccc2)c2ccccc2)cc1, c1ccc(P(c2ccccc2)c2ccccc2)cc1. The product is CCCCC12CCC(=O)C(c3ccco3)=C1c1cc(F)c(NC(C)=O)c(Cl)c1C2. As a reaction SMILES: [C:19]([CH3:20])(=[O:21])[NH:22][c:23]1[c:24]([F:43])[cH:25][c:26]2[c:34]([c:35]1[Cl:36])[CH2:33][C:32]1([CH2:37][CH2:38][CH2:39][CH3:40])[C:27]2=[C:28]([Br:42])[C:29](=[O:41])[CH2:30][CH2:31]1.[CH2:1]([Sn:2]([CH2:3][CH2:4][CH2:5][CH3:11])([c:6]1[o:7][cH:8][cH:9][cH:10]1)[CH2:12][CH2:13][CH2:14][CH3:15])[CH2:16][CH2:17][CH3:18].[CH3:44][c:45]1[cH:46][cH:47][cH:48][cH:49][cH:50]1.[Pd:51]([Cl:52])[Cl:53].[c:54]1([P:55]([c:56]2[cH:57][cH:58][cH:59][cH:60][cH:61]2)[c:62]2[cH:63][cH:64][cH:65][cH:66][cH:67]2)[cH:68][cH:69][cH:70][cH:71][cH:72]1.[c:73]1([P:74]([c:75]2[cH:76][cH:77][cH:78][cH:79][cH:80]2)[c:81]2[cH:82][cH:83][cH:84][cH:85][cH:86]2)[cH:87][cH:88][cH:89][cH:90][cH:91]1>>[c:6]1([C:28]2=[C:27]3[c:26]4[cH:25][c:24]([F:43])[c:23]([NH:22][C:19]([CH3:20])=[O:21])[c:35]([Cl:36])[c:34]4[CH2:33][C:32]3([CH2:37][CH2:38][CH2:39][CH3:40])[CH2:31][CH2:30][C:29]2=[O:41])[o:7][cH:8][cH:9][cH:10]1.